From a dataset of the Open Reaction Database (ORD), a public repository of structured organic reaction records. describe an organic reaction: reactants, conditions, products, and yield The reactants are CCO, CC(=O)N1CC(C)(C)c2ccc(Nc3ncnc4c3CN(c3ncccc3Cl)CC4)cc21, Cl. Yields the product CC1(C)CNc2cc(Nc3ncnc4c3CN(c3ncccc3Cl)CC4)ccc21, Cl. As a reaction SMILES: [CH3:34][CH2:35][OH:36].[Cl:1][c:2]1[c:3]([N:8]2[CH2:9][c:10]3[c:11]([n:12][cH:13][n:14][c:15]3[NH:16][c:17]3[cH:18][cH:19][c:20]4[c:24]([cH:25]3)[N:23]([C:26](=[O:27])[CH3:28])[CH2:22][C:21]4([CH3:29])[CH3:30])[CH2:31][CH2:32]2)[n:4][cH:5][cH:6][cH:7]1.[ClH:33]>>[Cl:1][c:2]1[c:3]([N:8]2[CH2:9][c:10]3[c:11]([n:12][cH:13][n:14][c:15]3[NH:16][c:17]3[cH:18][cH:19][c:20]4[c:24]([cH:25]3)[NH:23][CH2:22][C:21]4([CH3:29])[CH3:30])[CH2:31][CH2:32]2)[n:4][cH:5][cH:6][cH:7]1.[ClH:33]. The reactants are ClC1=NC=CC=C1N (2-chloro-3-aminopyridine), [S-]C#N.[NH4+] (ammonium thiocyanate), Cl (HCl). Solvent: C(C)O (ethanol). Reaction conditions: temperature 85 celsius. The product is N1=C(SC2=NC=CC=C21)N (Thiazolo[5,4-b]pyridin-2-ylamine). The yield is 43.1%. RXN SMILES: Cl[C:2]1[C:7]([NH2:8])=[CH:6][CH:5]=[CH:4][N:3]=1.[S-:9][C:10]#[N:11].[NH4+].Cl>C(O)C>[N:8]1[C:7]2[C:2](=[N:3][CH:4]=[CH:5][CH:6]=2)[S:9][C:10]=1[NH2:11] |f:1.2|. Procedure details: A suspension of 2-chloro-3-aminopyridine (3 g, 23 mmole), and ammonium thiocyanate (3.5 g, 46.5 mmole) in 23 mL of ethanol was acidified with conc. HCl to pH ˜1 (˜1.8 mL). The reaction mixture was heated to 85° C. for 3 days. At this point, the solvent was evaporated and residual water was removed aziotropically by the distillation of 2-propanol. The yellow residue was mixed with 12 mL of 7 M ammonium hydroxide and 7 mL of chloroform. The solid was isolated by filtration to yield 1.50 g (43%) of... Reactants: Cc1ccccc1, COc1ccc(CO)c2[nH]c(C3CC3)nc12, ClCCl. Product: COc1ccc(C=O)c2[nH]c(C3CC3)nc12. Reaction SMILES: [CH3:17][c:18]1[cH:19][cH:20][cH:21][cH:22][cH:23]1.[CH:1]1([c:4]2[nH:5][c:6]3[c:7]([n:8]2)[c:9]([O:15][CH3:16])[cH:10][cH:11][c:12]3[CH2:13][OH:14])[CH2:2][CH2:3]1.[Cl:24][CH2:25][Cl:26]>>[CH:1]1([c:4]2[nH:5][c:6]3[c:7]([n:8]2)[c:9]([O:15][CH3:16])[cH:10][cH:11][c:12]3[CH:13]=[O:14])[CH2:2][CH2:3]1.